This data is from the Open Reaction Database (ORD), a public repository of structured organic reaction records. The task is: describe an organic reaction: reactants, conditions, products, and yield As a reaction SMILES: C(OC(=O)[NH:7][C:8]1[CH:13]=[C:12](OCC(F)(F)F)[C:11]([C:20]([F:23])([F:22])[F:21])=[CH:10][C:9]=1[NH:24][C:25](=[O:44])[CH2:26][C:27]([C:29]1[CH:34]=[CH:33][CH:32]=[C:31]([C:35]2[CH:36]=[N:37][C:38]([CH2:42][CH3:43])=[CH:39][C:40]=2[CH3:41])[CH:30]=1)=O)(C)(C)C.[C:46](O)([C:48]([F:51])([F:50])[F:49])=[O:47]>C(Cl)Cl>[CH2:42]([C:38]1[N:37]=[CH:36][C:35]([C:31]2[CH:30]=[C:29]([C:27]3[CH2:26][C:25](=[O:44])[NH:24][C:9]4[CH:10]=[C:11]([C:20]([F:21])([F:22])[F:23])[C:12]([O:47][CH2:46][C:48]([F:51])([F:50])[F:49])=[CH:13][C:8]=4[N:7]=3)[CH:34]=[CH:33][CH:32]=2)=[C:40]([CH3:41])[CH:39]=1)[CH3:43]. The yield is 29.0%. Reported procedure: The title compound was prepared from [2-{3-[3-(6-Ethyl-4-methyl-pyridin-3-yl)-phenyl]-3-oxo-propionylamino}-5-(2,2,2-trifluoro-ethoxy)-4-trifluoromethyl-phenyl]-carbamic acid tert-butyl ester (Example M236) (176 mg, 0.28 mmol) by treatment with TFA in CH2Cl2 according to the general procedure N. Obtained as a yellow solid (43 mg, 29%). Solvent: C(Cl)Cl (CH2Cl2). Reactants: C(C)(C)(C)OC(NC1=C(C=C(C(=C1)OCC(F)(F)F)C(F)(F)F)NC(CC(=O)C1=CC(=CC=C1)C=1C=NC(=CC1C)CC)=O)=O ([2-{3-[3-(6-Ethyl-4-methyl-pyridin-3-yl)-phenyl]-3-oxo-propionylamino}-5-(2,2,2-trifluoro-ethoxy)-4-trifluoromethyl-phenyl]-carbamic acid tert-butyl ester), C(=O)(C(F)(F)F)O (TFA). Yields the product C(C)C1=CC(=C(C=N1)C=1C=C(C=CC1)C1=NC2=C(NC(C1)=O)C=C(C(=C2)OCC(F)(F)F)C(F)(F)F)C (4-[3-(6-Ethyl-4-methyl-pyridin-3-yl)-phenyl]-7-(2,2,2-trifluoro-ethoxy)-8-trifluoromethyl-1,3-dihydro-benzo[b][1,4]diazepin-2-one), solid. Reactants: C1(=CC=CC=C1)C1C=C(C=CC1=O)CCCC(=O)O (3-Phenyl-4-oxo-benzenebutanoic acid), O.NN (hydrazine hydrate). Solvent: C(C)(C)O (isopropyl alcohol). Conditions: temperature 0 celsius. Product: C1(=CC=CC=C1)C1CC(NN=C1C1=CC=CC=C1)=O (4,5-dihydro-5,6-diphenyl-3(2H)-pyridazinone). Reaction SMILES: [C:1]1([CH:7]2[C:12](=O)[CH:11]=[CH:10][C:9]([CH2:14][CH2:15][CH2:16][C:17](O)=O)=[CH:8]2)[CH:6]=[CH:5][CH:4]=[CH:3][CH:2]=1.[OH2:20].[NH2:21][NH2:22]>C(O)(C)C>[C:1]1([CH:7]2[C:8]([C:9]3[CH:10]=[CH:17][CH:16]=[CH:15][CH:14]=3)=[N:22][NH:21][C:11](=[O:20])[CH2:12]2)[CH:2]=[CH:3][CH:4]=[CH:5][CH:6]=1 |f:1.2|. Procedure: To a mixture of 3.0 gms of the product from Step A in 25 ml of isopropyl alcohol was added 1.0 ml of hydrazine hydrate and the mixture was refluxed under nitrogen overnight. The reaction was then cooled to 0° C. and filtered and the solids were washed with water and then cold isopropyl alcohol. This afforded 2.32 g of a white solid, mp 221°-223° C. Solvent: C1CCOC1 (THF), C1CCOC1 (THF), CCCCCC (hexane), C1CCOC1 (THF). Procedure details: To an oven-dried round bottom flask was added diisopropylamine (6.4 mL, 46 mmol) and THF (125 mL). It was cooled to −78° C., and a solution of nBuLi (18 mL of 2.5 M, 46 mmol) in hexane was added. It was stirred at 0° C. for 30 minutes and again cooled to −78° C. 1-(3-pyridyl)butane-1,3-dione (3.40 g, 21.0 mmol) in a solution of THF (25 mL) was added dropwise. After 30 minutes at −78° C., a solution of 1-(4-isopropoxy-3-methyl-benzoyl)piperidin-4-one (5.74 g, 20.8 mmol) in THF (25 mL) was added d... Product: OC1(CCN(CC1)C(C1=CC(=C(C=C1)OC(C)C)C)=O)CC(CC(=O)C=1C=NC=CC1)=O (4-[4-hydroxy-1-(4-isopropoxy-3-methyl-benzoyl)-4-piperidyl]-1-(3-pyridyl)butane-1,3-dione). The reactants are N1=CC(=CC=C1)C(CC(C)=O)=O (1-(3-pyridyl)butane-1,3-dione), C(C)(C)OC1=C(C=C(C(=O)N2CCC(CC2)=O)C=C1)C (1-(4-isopropoxy-3-methyl-benzoyl)piperidin-4-one), [Li]CCCC (nBuLi), C(C)(C)NC(C)C (diisopropylamine). Yield: 64.1%. As a reaction SMILES: C(NC(C)C)(C)C.[Li]CCCC.[N:13]1[CH:18]=[CH:17][CH:16]=[C:15]([C:19](=[O:24])[CH2:20][C:21](=[O:23])[CH3:22])[CH:14]=1.[CH:25]([O:28][C:29]1[CH:43]=[CH:42][C:32]([C:33]([N:35]2[CH2:40][CH2:39][C:38](=[O:41])[CH2:37][CH2:36]2)=[O:34])=[CH:31][C:30]=1[CH3:44])([CH3:27])[CH3:26]>CCCCCC.C1COCC1>[OH:41][C:38]1([CH2:22][C:21](=[O:23])[CH2:20][C:19]([C:15]2[CH:14]=[N:13][CH:18]=[CH:17][CH:16]=2)=[O:24])[CH2:39][CH2:40][N:35]([C:33](=[O:34])[C:32]2[CH:42]=[CH:43][C:29]([O:28][CH:25]([CH3:26])[CH3:27])=[C:30]([CH3:44])[CH:31]=2)[CH2:36][CH2:37]1. Run at temperature -78 celsius, time 30 minute. The reactants are 16a, C(#N)C1=CC2=CC[C@H]3[C@@H]4CC[C@@H]([C@@]4(C)CC[C@@H]3[C@]2(CC1)C)C(=O)O (3-cyanoandrosta-3,5-diene-17β-carboxylic acid), COC=1C=C(C=C(C1)OC)C(C)(C)N (1-(3,5-dimethoxyphenyl)-1-methylethylamine). Yields the product COC=1C=C(C=C(C1)OC)C(C)(C)NC(=O)[C@@H]1[C@]2(C)[C@@H](CC1)[C@@H]1CC=C3C=C(CC[C@]3(C)[C@H]1CC2)C#N (N-[1-(3,5-Dimethoxyphenyl)-1-methylethyl]-3-cyanoandrosta-3,5-diene-17β-carboxamide). Yield: 98.0%. RXN SMILES: [C:1]([C:3]1[CH2:20][CH2:19][C@@:18]2([CH3:21])[C:5](=[CH:6][CH2:7][C@@H:8]3[C@@H:17]2[CH2:16][CH2:15][C@@:13]2([CH3:14])[C@H:9]3[CH2:10][CH2:11][C@@H:12]2[C:22](O)=[O:23])[CH:4]=1)#[N:2].[CH3:25][O:26][C:27]1[CH:28]=[C:29]([C:35]([NH2:38])([CH3:37])[CH3:36])[CH:30]=[C:31]([O:33][CH3:34])[CH:32]=1>>[CH3:34][O:33][C:31]1[CH:30]=[C:29]([C:35]([NH:38][C:22]([C@H:12]2[CH2:11][CH2:10][C@H:9]3[C@H:8]4[C@H:17]([CH2:16][CH2:15][C@:13]23[CH3:14])[C@:18]2([CH3:21])[C:5]([CH:4]=[C:3]([C:1]#[N:2])[CH2:20][CH2:19]2)=[CH:6][CH2:7]4)=[O:23])([CH3:36])[CH3:37])[CH:28]=[C:27]([O:26][CH3:25])[CH:32]=1. Reported procedure: Following a procedure similar to that described in Preparation 16a, but using 3-cyanoandrosta-3,5-diene-17β-carboxylic acid [prepared as described in Example 1(b)] and 1-(3,5-dimethoxyphenyl)-1-methylethylamine as starting materials, in relative proportions similar to those used in that Preparation, the title compound was obtained in a yield of 98%.